This data is from the Open Reaction Database (ORD), a public repository of structured organic reaction records. The task is: describe an organic reaction: reactants, conditions, products, and yield Reactants: [Li+].[Cl-] (LiCl), S1C2=C(C(=C1)C=O)C=CC=C2 (Benzo[b]thiophene-3-carbaldehyde), ClC1=CC=C(C=C1)I (1-chloro-4-iodobenzene). Reagents/catalysts: C=1C=CC(=CC1)/C=C/C(=O)/C=C/C2=CC=CC=C2.C=1C=CC(=CC1)/C=C/C(=O)/C=C/C2=CC=CC=C2.[Pd] (Pd(dba)2). Run in C1CCOC1 (THF), C1CCOC1 (THF). Reaction conditions: temperature 25 celsius, time 2 hour. Yields the product ClC1=CC=C(C=C1)C1=C(C2=C(S1)C=CC=C2)C=O (2-(4-chlorophenyl)benzo[b]thiophene-3-carbaldehyde). The yield is 86.5%. As a reaction SMILES: [S:1]1[CH:5]=[C:4]([CH:6]=[O:7])[C:3]2[CH:8]=[CH:9][CH:10]=[CH:11][C:2]1=2.[Li+].[Cl-].[Cl:14][C:15]1[CH:20]=[CH:19][C:18](I)=[CH:17][CH:16]=1>C1COCC1.C1C=CC(/C=C/C(/C=C/C2C=CC=CC=2)=O)=CC=1.C1C=CC(/C=C/C(/C=C/C2C=CC=CC=2)=O)=CC=1.[Pd]>[Cl:14][C:15]1[CH:20]=[CH:19][C:18]([C:5]2[S:1][C:2]3[CH:11]=[CH:10][CH:9]=[CH:8][C:3]=3[C:4]=2[CH:6]=[O:7])=[CH:17][CH:16]=1 |f:1.2,5.6.7|. Procedure details: Benzo[b]thiophene-3-carbaldehyde (27) (162 mg, 1.0 mmol) in THF (2 mL) was added to a solution of TMPZnCl.LiCl (2) (1.3 M in THF, 0.85 mL, 1.1 mmol) at 25° C. and the reaction mixture was then stirred at this temperature for 30 min according to TP 2. Pd(dba)2 (17 mg, 3 mol %) and P(o-furyl)3 (14 mg, 6 mol %) dissolved in THF (2 mL), and mixed with 1-chloro-4-iodobenzene (310 mg, 1.3 mmol, 1.3 equiv) were then transferred via cannula to the reaction mixture. The resulting mixture was stirred for ... Reactants: BrC=1C=C(C=CC1)NC([O-])=O (3-bromophenylcarbamate), O1CCCC1 (tetrahydrofuran), O1CCCC1 (tetrahydrofuran), C(CCC)NCCCC (di-n-butylamine). The solvent is CCCCCC (hexane). The product is C(CCC)N(C(=O)NC1=CC(=CC=C1)Br)CCCC (1,1-di-(n-butyl)-3-(3-bromophenyl)urea). Reaction SMILES: [Br:1][C:2]1[CH:3]=[C:4]([NH:8][C:9](=[O:11])[O-])[CH:5]=[CH:6][CH:7]=1.O1CCCC1.[CH2:17]([NH:21][CH2:22][CH2:23][CH2:24][CH3:25])[CH2:18][CH2:19][CH3:20]>CCCCCC>[CH2:17]([N:21]([CH2:22][CH2:23][CH2:24][CH3:25])[C:9]([NH:8][C:4]1[CH:5]=[CH:6][CH:7]=[C:2]([Br:1])[CH:3]=1)=[O:11])[CH2:18][CH2:19][CH3:20]. Procedure: A solution of 1.46 g. of phenyl N-(3-bromophenylcarbamate in 15 ml. of tetrahydrofuran is added to a solution of 1.52 g. of di-n-butylamine in 20 ml. of tetrahydrofuran and the mixture is stirred under reflux for 24 hours. The mixture is diluted with hexane and the precipitate collected by filtration. Recrystallization from pentane affords 1,1-di-(n-butyl)-3-(3-bromophenyl)urea, m.p. 80°-81° C. Starting materials: FC1=CC=C(C=C1)C(=O)C(=O)C1=CC=C(C=C1)F (4,4'-difluorobenzil), C(C)(C)C1=C(N)C(=CC=C1)C(C)C (2,6-diisopropylaniline). The reagents and catalysts are Cl[Ti](Cl)(Cl)Cl (TiCl4), [Ti](Cl)(Cl)(Cl)Cl (titanium tetrachloride). Run in C1=CC=CC=C1 (benzene), C1=CC=CC=C1 (benzene). Reaction conditions: temperature 2 celsius, time 72 hour. The product is C(CC)C1=CC=CC=C1 (PrPh). As a reaction SMILES: F[C:2]1[CH:7]=[CH:6][C:5]([C:8]([C:10]([C:12]2C=CC(F)=CC=2)=O)=O)=[CH:4][CH:3]=1.C(C1C=CC=C(C(C)C)C=1N)(C)C>[Ti](Cl)(Cl)(Cl)Cl.C1C=CC=CC=1>[CH2:8]([C:5]1[CH:6]=[CH:7][CH:2]=[CH:3][CH:4]=1)[CH2:10][CH3:12]. Reported procedure: In a 250--mL RB flask fitted with pressure equalizing addition funnel, thermometer, magnetic stirrer, and N2 inlet was placed 0.75 g (3.0 mmol) of 4,4'-difluorobenzil, 13.8 mL (80 mmol) of 2,6-diisopropylaniline (DIPA), and 100 mL dry benzene. In the addition funnel was placed 50 mL of dry benzene and 210 mL (3.5 g; 18 mmol) of titanium tetrachloride. The reaction flask was cooled to 2° C. with ice and the TiCl4 solution was added dropwise over 45 min, keeping the reaction temperature below 5° C...